From a dataset of the Open Reaction Database (ORD), a public repository of structured organic reaction records. describe an organic reaction: reactants, conditions, products, and yield Yield: 79.1%. Starting materials: O (Water), CC1=CC=C(C=C1)S(=O)(=O)OCCCl (2-chloroethyl 4-methylbenzenesulfonate), OC1=C(C=O)C=CC=C1 (2-hydroxybenzaldehyde), C(=O)([O-])[O-].[K+].[K+] (K2CO3). Product: ClCCOC1=C(C=O)C=CC=C1 (2-(2-chloroethoxy)benzaldehyde). Reported procedure: A mixture of 2-chloroethyl 4-methylbenzenesulfonate (39; 27.0 g, 0.115 mol), 2-hydroxybenzaldehyde (25; 14.0 g, 0.115 mol) and K2CO3 (31.7 g, 0.23 mol) in DMF (100 mL) was stirred at 45° C. for 12 h. Water (200 mL) was added and the mixture was extracted with ethyl acetate (3×150 mL). The combined organic layers were washed saturated brine (3×50 mL), dried (Na2SO4) and concentrated under reduced pressure. The resulting residue was purified by chromatography (petroleum ether:ethyl acetate=10:1) t... RXN SMILES: CC1C=CC(S(O[CH2:12][CH2:13][Cl:14])(=O)=O)=CC=1.[OH:15][C:16]1[CH:23]=[CH:22][CH:21]=[CH:20][C:17]=1[CH:18]=[O:19].C([O-])([O-])=O.[K+].[K+].O>CN(C=O)C>[Cl:14][CH2:13][CH2:12][O:15][C:16]1[CH:23]=[CH:22][CH:21]=[CH:20][C:17]=1[CH:18]=[O:19] |f:2.3.4|. Run at temperature 45 celsius, time 12 hour. The solvent is CN(C)C=O (DMF). Reactants: [OH-].[Na+] (NaOH), [I-].C(C=C)OC(C[N+](C)(C)C)(C(=O)OCC)C(=O)OCC ((2-allyloxy-2,2-bis-ethoxycarbonyl-ethyl)-trimethyl-ammonium iodide). Run in CS(=O)C (DMSO), O (water), CCOCC (ether). Conditions: time 8 hour. Product: [I-].C(C=C)OC(C[N+](C)(C)C)(C(=O)OCC)C(=O)OCC ((2-allyloxy-2,2-bis-ethoxycarbonyl-ethyl)-trimethyl-ammonium iodide), C(C)OC(C(=C)OCC=C)=O (2-allyloxy-acrylic acid ethyl ester). Yield: 109.1%. RXN SMILES: [OH-].[Na+].[I-:3].[CH2:4]([O:7][C:8]([C:19]([O:21][CH2:22][CH3:23])=[O:20])([C:14]([O:16][CH2:17][CH3:18])=[O:15])[CH2:9][N+:10]([CH3:13])([CH3:12])[CH3:11])[CH:5]=[CH2:6]>CS(C)=O.O.CCOCC>[I-:3].[CH2:4]([O:7][C:8]([C:14]([O:16][CH2:17][CH3:18])=[O:15])([C:19]([O:21][CH2:22][CH3:23])=[O:20])[CH2:9][N+:10]([CH3:13])([CH3:11])[CH3:12])[CH:5]=[CH2:6].[CH2:17]([O:16][C:14](=[O:15])[C:8]([O:7][CH2:4][CH:5]=[CH2:6])=[CH2:9])[CH3:18] |f:0.1,2.3,7.8|. Procedure: The (2-allyloxy-2,2-bis-ethoxycarbonyl-ethyl)-trimethyl-ammonium iodide was prepared according to a procedure essentially similar to that described in J. Am. Chem. Soc. 1987, 109, 1170-1186, the disclosure of which is incorporated herein by reference thereto. At 0 C, a solution of NaOH (1N, 6 ml) was added into a stirred solution of (2-allyloxy-2,2-bis-ethoxycarbonyl-ethyl)-trimethyl-ammonium iodide (2.1 g) in DMSO and water (9:1, 35 ml) and resulting solution was allowed to stir at room tempera...